Dataset: the Open Reaction Database (ORD), a public repository of structured organic reaction records. Task: describe an organic reaction: reactants, conditions, products, and yield Starting materials: NC[C@H](O)C=1C=CC(=C(C1)NS(=O)(=O)C)O (N-[5-(2-amino-1-{R}-hydroxyethyl)-2-hydroxyphenyl]-methanesulfonamide), FC1=C(CN(C(=O)NC2=CC=C(C=C2)S(=O)(=O)N2CCC(CC2)C=O)C)C=C(C=C1)F (1-(2,5-difluoro-benzyl)-3-[4-(4-formyl-piperidine-1-sulfonyl)-phenyl]-1-methyl-urea), C(C)(=O)O (acetic acid), C(#N)[BH3-].[Na+] (sodium cyanoborohydride). The product is FC1=C(C=C(C=C1)F)CN(C(=O)NC1=CC=C(C=C1)S(=O)(=O)N1CCC(CC1)CNC[C@H](O)C=1C=CC(=C(C1)NS(=O)(=O)C)O)C (N-[5-[(R)-2-[[[1-[[4-[[[[(2,5-Difluorophenyl)methyl]methylamino]-carbonyl]-amino]phenyl]sulfonyl]-4-piperidinyl]methyl]amino]-1-hydroxyethyl]-2-hydroxyphenyl]methanesulfonamide). Isolated yield 37.4%. RXN SMILES: [NH2:1][CH2:2][C@@H:3]([C:5]1[CH:6]=[CH:7][C:8]([OH:16])=[C:9]([NH:11][S:12]([CH3:15])(=[O:14])=[O:13])[CH:10]=1)[OH:4].[F:17][C:18]1[CH:46]=[CH:45][C:44]([F:47])=[CH:43][C:19]=1[CH2:20][N:21]([CH3:42])[C:22]([NH:24][C:25]1[CH:30]=[CH:29][C:28]([S:31]([N:34]2[CH2:39][CH2:38][CH:37]([CH:40]=O)[CH2:36][CH2:35]2)(=[O:33])=[O:32])=[CH:27][CH:26]=1)=[O:23].C(O)(=O)C.C([BH3-])#N.[Na+]>>[F:17][C:18]1[CH:46]=[CH:45][C:44]([F:47])=[CH:43][C:19]=1[CH2:20][N:21]([CH3:42])[C:22]([NH:24][C:25]1[CH:26]=[CH:27][C:28]([S:31]([N:34]2[CH2:39][CH2:38][CH:37]([CH2:40][NH:1][CH2:2][C@@H:3]([C:5]3[CH:6]=[CH:7][C:8]([OH:16])=[C:9]([NH:11][S:12]([CH3:15])(=[O:14])=[O:13])[CH:10]=3)[OH:4])[CH2:36][CH2:35]2)(=[O:32])=[O:33])=[CH:29][CH:30]=1)=[O:23] |f:3.4|. Procedure details: The title compound was prepared from N-[5-(2-amino-1-{R}-hydroxyethyl)-2-hydroxyphenyl]-methanesulfonamide (0.130 g, 0.53 mmol), 1-(2,5-difluoro-benzyl)-3-[4-(4-formyl-piperidine-1-sulfonyl)-phenyl]-1-methyl-urea (0.8 mmol), glacial acetic acid (0.029 mL, 0.5 mmol) and sodium cyanoborohydride (0.031 g, 0.5 mmol) according to the general procedure used for example 84 (Step E) to give the final product (0.135 g). Reactants: OC1=CC\2=C(OCC3=C(/C2=C/CCNC)C=CC=C3)C=C1 ((Z)-2-Hydroxy-11-(3-methylaminopropylidene)-6,11-dihydrodibenzo[b,e]oxepin). The solvent is Cl (hydrochloric acid), CO (methanol). Conditions: temperature 140 celsius. Product: OC1=CC/2=C(OCC3=C(\C2=C/CCNC)C=CC=C3)C=C1 ((E)-2-Hydroxy-11-(3-methylaminopropylidene)-6,11-dihydrodibenzo[b,e]oxepin). RXN SMILES: [OH:1][C:2]1[CH:21]=[CH:20][C:5]2[O:6][CH2:7][C:8]3[CH:19]=[CH:18][CH:17]=[CH:16][C:9]=3/[C:10](=[CH:11]/[CH2:12][CH2:13][NH:14][CH3:15])/[C:4]=2[CH:3]=1>Cl.CO>[OH:1][C:2]1[CH:21]=[CH:20][C:5]2[O:6][CH2:7][C:8]3[CH:19]=[CH:18][CH:17]=[CH:16][C:9]=3/[C:10](=[CH:11]\[CH2:12][CH2:13][NH:14][CH3:15])/[C:4]=2[CH:3]=1. Procedure details: A mixture of (Z)-2-Hydroxy-11-(3-methylaminopropylidene)-6,11-dihydrodibenzo[b,e]oxepin (2.5 mg) is dissolved in a mixture of hydrochloric acid (1 ml) and methanol (9 ml) and heated at 140° C. (oil bath) for 4 hr. The product is isolated by means of HPLC and evaporation of solvents. The reactants are Brc1ccc2[nH]ccc2c1, Fc1ccccc1CBr, CN(C)C=O. Yields the product Fc1ccccc1Cn1ccc2cc(Br)ccc21. As a reaction SMILES: [Br:1][c:2]1[cH:3][c:4]2[cH:5][cH:6][nH:7][c:8]2[cH:9][cH:10]1.[F:11][c:12]1[c:13]([CH2:14][Br:15])[cH:16][cH:17][cH:18][cH:19]1.[O:20]=[CH:21][N:22]([CH3:23])[CH3:24]>>[Br:1][c:2]1[cH:3][c:4]2[cH:5][cH:6][n:7]([CH2:14][c:13]3[c:12]([F:11])[cH:19][cH:18][cH:17][cH:16]3)[c:8]2[cH:9][cH:10]1. Starting materials: C(CCC)N1CCN(CC1)CCNC(=O)C1=NNC2=CC=CC=C12 (N-[2-(4-n-butyl-1-piperazinyl)ethyl]-1H-indazole-3-carboxamide), BrC(C)CC (2-bromobutane). The product is C(CCC)N1CCN(CC1)CCNC(=O)C1=NN(C2=CC=CC=C12)C(C)CC (N-[2-(4-n-Butyl-1-piperazinyl)ethyl]-1-sec-butylindazole-3-carboxamide). Reaction SMILES: [CH2:1]([N:5]1[CH2:10][CH2:9][N:8]([CH2:11][CH2:12][NH:13][C:14]([C:16]2[C:24]3[C:19](=[CH:20][CH:21]=[CH:22][CH:23]=3)[NH:18][N:17]=2)=[O:15])[CH2:7][CH2:6]1)[CH2:2][CH2:3][CH3:4].Br[CH:26]([CH2:28][CH3:29])[CH3:27]>>[CH2:1]([N:5]1[CH2:10][CH2:9][N:8]([CH2:11][CH2:12][NH:13][C:14]([C:16]2[C:24]3[C:19](=[CH:20][CH:21]=[CH:22][CH:23]=3)[N:18]([CH:26]([CH2:28][CH3:29])[CH3:27])[N:17]=2)=[O:15])[CH2:7][CH2:6]1)[CH2:2][CH2:3][CH3:4]. Procedure details: The title compound was synthesized by using N-[2-(4-n-butyl-1-piperazinyl)ethyl]-1H-indazole-3-carboxamide obtained in Example 10 and 2-bromobutane according to the same process as in Example 12. The product is CC1=C(C(=O)O)C=C(C(=C1)C)C1=C(N=C(N1)C1(COC1)C)C (2,4-Dimethyl-5-(4-methyl-2-(3-methyloxetan-3-yl)-1H-imidazol-5-yl)benzoic acid). Procedure: The title compound was prepared using standard chemical manipulations and procedures similar to those used for the preparation of compound 5.7, except methyl 2,4-dimethyl-5-(4-methyl-2-(3-methyloxetan-3-yl)-1H-imidazol-5-yl)benzoate (compound 175.3) was used in place of methyl 3-(2,4-dimethyl-1H-imidazol-5-yl)-4-methylbenzoate (compound 5.6). m/z (ES+) 301 (M+H)+. Starting materials: CC=1NC(=C(N1)C)C=1C=C(C(=O)O)C=CC1C (3-(2,4-dimethyl-1H-imidazol-5-yl)-4-methylbenzoic acid), CC1=C(C(=O)OC)C=C(C(=C1)C)C1=C(N=C(N1)C1(COC1)C)C (methyl 2,4-dimethyl-5-(4-methyl-2-(3-methyloxetan-3-yl)-1H-imidazol-5-yl)benzoate), CC1=C(C(=O)OC)C=C(C(=C1)C)C1=C(N=C(N1)C1(COC1)C)C (methyl 2,4-dimethyl-5-(4-methyl-2-(3-methyloxetan-3-yl)-1H-imidazol-5-yl)benzoate), CC=1NC(=C(N1)C)C=1C=C(C(=O)OC)C=CC1C (methyl 3-(2,4-dimethyl-1H-imidazol-5-yl)-4-methylbenzoate). RXN SMILES: CC1NC(C2C=C(C=CC=2C)C(O)=O)=C(C)N=1.[CH3:18][C:19]1[CH:28]=[C:27]([CH3:29])[C:26]([C:30]2[NH:34][C:33]([C:35]3([CH3:39])[CH2:38][O:37][CH2:36]3)=[N:32][C:31]=2[CH3:40])=[CH:25][C:20]=1[C:21]([O:23]C)=[O:22].CC1NC(C2C=C(C=CC=2C)C(OC)=O)=C(C)N=1>>[CH3:18][C:19]1[CH:28]=[C:27]([CH3:29])[C:26]([C:30]2[NH:34][C:33]([C:35]3([CH3:39])[CH2:38][O:37][CH2:36]3)=[N:32][C:31]=2[CH3:40])=[CH:25][C:20]=1[C:21]([OH:23])=[O:22]. Starting materials: O=P(Cl)(Cl)Cl (POCl3), ClC=1C=C2C(=C(C(NC2=CC1)=O)C#N)C1=CC=CC=C1 (6-chloro-2-oxo-4-phenyl-1,2-dihydro-quinoline-3-carbonitrile). Run in O (water). Product: ClC1=NC2=CC=C(C=C2C(=C1C#N)C1=CC=CC=C1)Cl (2,6-Dichloro-4-phenyl-quinoline-3-carbonitrile). Isolated yield 76.1%. RXN SMILES: O=P(Cl)(Cl)[Cl:3].[Cl:6][C:7]1[CH:8]=[C:9]2[C:14](=[CH:15][CH:16]=1)[NH:13][C:12](=O)[C:11]([C:18]#[N:19])=[C:10]2[C:20]1[CH:25]=[CH:24][CH:23]=[CH:22][CH:21]=1>O>[Cl:3][C:12]1[C:11]([C:18]#[N:19])=[C:10]([C:20]2[CH:25]=[CH:24][CH:23]=[CH:22][CH:21]=2)[C:9]2[C:14](=[CH:15][CH:16]=[C:7]([Cl:6])[CH:8]=2)[N:13]=1. Reported procedure: POCl3 (1.64 g, 1 ml, 10.7 mmol, Eq: 30.1) was added to 6-chloro-2-oxo-4-phenyl-1,2-dihydro-quinoline-3-carbonitrile (100 mg, 356 μmol, Eq: 1.00) and the mixture was refluxed for 1 h. The reaction mixture was then allowed to cool to RT, poured onto cold water and extracted with DCM (3×). The combined organic layers were washed with brine, dried with Na2SO4 and evaporated to dryness. The remaining residue was purified by column chromatography (silica gel, DCM/heptane 1:1) to afford the title compo... The reactants are ClC=1C=C(C=CC1F)NC1=NC=NC2=CC(=C(C=C12)NC(=O)CP(OCC)(OCC)=O)C#CC1COCC1 (Diethyl (4-(3-chloro-4-fluorophenylamino)-7-(2-(tetrahydrofuran-3-yl)ethynyl)quinazolin-6-ylcarbamoyl)methylphosphonate), ClC=1C=C(C=CC1F)NC1=NC=NC2=CC(=C(C=C12)N)C#C[C@H]1OCCC1 (N4-(3-Chloro-4-fluorophenyl)-7-(2-((S)-tetrahydrofuran-2-yl)ethynyl)quinazoline-4,6-diamine). Yields the product ClC=1C=C(C=CC1F)NC1=NC=NC2=CC(=C(C=C12)NC(=O)CP(OCC)(OCC)=O)C#C[C@H]1OCCC1 (Diethyl (4-(3-chloro-4-fluorophenylamino)-7-(2-((S)-tetrahydrofuran-2-yl)ethynyl)quinazolin-6-ylcarbamoyl)methylphosphonate). As a reaction SMILES: [Cl:1][C:2]1[CH:3]=[C:4]([NH:9][C:10]2[C:19]3[C:14](=[CH:15][C:16]([C:32]#[C:33]C4CCOC4)=[C:17]([NH:20][C:21]([CH2:23][P:24](=[O:31])([O:28][CH2:29][CH3:30])[O:25][CH2:26][CH3:27])=[O:22])[CH:18]=3)[N:13]=[CH:12][N:11]=2)[CH:5]=[CH:6][C:7]=1[F:8].ClC1C=C(NC2C3C(=CC(C#C[C@@H:61]4[CH2:65][CH2:64][CH2:63][O:62]4)=C(N)C=3)N=CN=2)C=CC=1F>>[Cl:1][C:2]1[CH:3]=[C:4]([NH:9][C:10]2[C:19]3[C:14](=[CH:15][C:16]([C:32]#[C:33][C@@H:61]4[CH2:65][CH2:64][CH2:63][O:62]4)=[C:17]([NH:20][C:21]([CH2:23][P:24](=[O:31])([O:25][CH2:26][CH3:27])[O:28][CH2:29][CH3:30])=[O:22])[CH:18]=3)[N:13]=[CH:12][N:11]=2)[CH:5]=[CH:6][C:7]=1[F:8]. Reported procedure: Compound 2.4 was prepared with the same procedure as the preparation of Compound 1.3, using Compound 2.3 instead of Compound 1.2. MS (ESI) m/z=562 (M+1).